This data is from the Open Reaction Database (ORD), a public repository of structured organic reaction records. The task is: describe an organic reaction: reactants, conditions, products, and yield Reactants: FC(CN=C(NC1=NC(=NC=C1)OCCCCC(OC)=N)N)(F)F (Methyl 5-(4-[2-(2,2,2-trifluoroethyl)guanidino]pyrimid-2-yloxy)valerimidate), [Cl-].[NH4+] (ammonium chloride), CCOCC (Ether). The solvent is CO (MeOH). Run at time 2 hour. Product: Cl.FC(CN=C(NC1=NC(=NC=C1)OCCCCC(=N)N)N)(F)F (5-(4-[2-(2,2,2-trifluoroethyl)guanidino]pyrimid-2-yloxy)valeramidine hydrochloride). Yield: 95.5%. Reaction SMILES: [F:1][C:2]([F:24])([F:23])[CH2:3][N:4]=[C:5]([NH2:22])[NH:6][C:7]1[CH:12]=[CH:11][N:10]=[C:9]([O:13][CH2:14][CH2:15][CH2:16][CH2:17][C:18](=[NH:21])OC)[N:8]=1.[Cl-:25].[NH4+:26].CCOCC>CO>[ClH:25].[F:1][C:2]([F:24])([F:23])[CH2:3][N:4]=[C:5]([NH2:22])[NH:6][C:7]1[CH:12]=[CH:11][N:10]=[C:9]([O:13][CH2:14][CH2:15][CH2:16][CH2:17][C:18]([NH2:26])=[NH:21])[N:8]=1 |f:1.2,5.6|. Reported procedure: Methyl 5-(4-[2-(2,2,2-trifluoroethyl)guanidino]pyrimid-2-yloxy)valerimidate (1.5 g.) in MeOH (15 ml.) was treated with ammonium chloride (0.25 g.) and the solution stirred at room temperature for 2 hours. Ether was added until the solution became cloudy. Continued stirring caused precipitation of a solid which was filtered to give 5-(4-[2-(2,2,2-trifluoroethyl)guanidino]pyrimid-2-yloxy)valeramidine hydrochloride, (1.52 g.), m.p. 156°-158°. The reactants are OCCCC1CC(C2=C(S1(=O)=O)SC(=C2)S(=O)(=O)N)NC(CC)=O ((-)-5,6-Dihydro-6-(3-hydroxypropyl)-4-propionamido-4H-thieno[2,3-b]thiopyran-2-sulfonamide-7,7-dioxide), Cl (HCl). Run in CO (CH3OH). Product: NC1C2=C(S(C(C1)CCCO)(=O)=O)SC(=C2)S(=O)(=O)N ((-)-4-Amino-5,6-dihydro-6-(3-hydroxypropyl)-4H-thieno[2,3-b]thiopyran-2-sulfonamide-7,7-dioxide). Isolated yield 5.8%. RXN SMILES: [OH:1][CH2:2][CH2:3][CH2:4][CH:5]1[S:10](=[O:12])(=[O:11])[C:9]2[S:13][C:14]([S:16]([NH2:19])(=[O:18])=[O:17])=[CH:15][C:8]=2[CH:7]([NH:20]C(=O)CC)[CH2:6]1.Cl>CO>[NH2:20][CH:7]1[CH2:6][CH:5]([CH2:4][CH2:3][CH2:2][OH:1])[S:10](=[O:12])(=[O:11])[C:9]2[S:13][C:14]([S:16]([NH2:19])(=[O:18])=[O:17])=[CH:15][C:8]1=2. Reported procedure: A mixture of compound from Step A (100 mg., 0.42 mM) CH3OH (25 ml.) and 12N HCl (3 ml.) was heated at reflux for 24 hours. The CH3OH was evaporated in vacuo. The aqueous phase was made basic with saturated sodium carbonate, evaporated to dryness and extracted with hot ethyl acetate which was evaporated to dryness to give 5 mg of title compound. Starting materials: C(CCC)C1=NN=C(N1CC1=CC=C(C=C1)C1=C(C=CC=C1)C#N)S(=O)(=O)CC1=CC=C(C=C1)Cl (3-n-butyl-5-(4-chlorobenzylsulfonyl)-4-[(2'-cyanobiphenyl- 4-yl)methyl]-4H-1,2,4-triazole), C[Sn](C)(C)N=[N+]=[N-] (trimethyltin azide). The solvent is CO (MeOH). Yields the product C(CCC)C1=NN=C(N1CC1=CC=C(C=C1)C1=C(C=CC=C1)C1=NN=NN1)S(=O)(=O)CC1=CC=C(C=C1)Cl (3-n-Butyl-5-(4-chlorobenzylsulfonyl)-4-[[2 '-(1H-tetrazol-5-yl)biphenyl-4-yl]methyl]-4H-1,2,4-triazole). Procedure details: The title compound was prepared from 3-n-butyl-5-(4-chlorobenzylsulfonyl)-4-[(2'-cyanobiphenyl- 4-yl)methyl]-4H-1,2,4-triazole (Step A) according to the procedure of Example 15, Step E, except that 3.5 equivalents of trimethyltin azide were added at the start, and the column was eluted with a gradient of 0-10% methanol in CH2Cl2. The product was obtained in 17% yield as a glass, which was transformed to a powder upon scraping: mp 180°-182° C. dec.; homogeneous by TLC in 4:1CH2Cl2 --MeOH; mass sp... As a reaction SMILES: [CH2:1]([C:5]1[N:9]([CH2:10][C:11]2[CH:16]=[CH:15][C:14]([C:17]3[CH:22]=[CH:21][CH:20]=[CH:19][C:18]=3[C:23]#[N:24])=[CH:13][CH:12]=2)[C:8]([S:25]([CH2:28][C:29]2[CH:34]=[CH:33][C:32]([Cl:35])=[CH:31][CH:30]=2)(=[O:27])=[O:26])=[N:7][N:6]=1)[CH2:2][CH2:3][CH3:4].C[Sn]([N:40]=[N+:41]=[N-:42])(C)C>CO>[CH2:1]([C:5]1[N:9]([CH2:10][C:11]2[CH:12]=[CH:13][C:14]([C:17]3[CH:22]=[CH:21][CH:20]=[CH:19][C:18]=3[C:23]3[NH:42][N:41]=[N:40][N:24]=3)=[CH:15][CH:16]=2)[C:8]([S:25]([CH2:28][C:29]2[CH:34]=[CH:33][C:32]([Cl:35])=[CH:31][CH:30]=2)(=[O:27])=[O:26])=[N:7][N:6]=1)[CH2:2][CH2:3][CH3:4]. Isolated yield 17.0%.